Dataset: the Open Reaction Database (ORD), a public repository of structured organic reaction records. Task: describe an organic reaction: reactants, conditions, products, and yield The reactants are CC(C)(C)[Si](C)(C)Oc1ccc2c(c1)CCC(c1ccc(O[Si](C)(C)C(C)(C)C)cc1NCc1ccc(OCCN3CCCCC3)c(F)c1)C2, CN(C)C=O, ClCCl, O=C(Cl)C(=O)Cl, [Na+], [Na+], O=C([O-])CF, [OH-]. Reaction SMILES: [C:15]([CH3:16])([CH3:17])([CH3:18])[Si:19]([O:20][c:21]1[cH:22][cH:23][c:24]([CH:45]2[CH2:46][c:47]3[cH:48][cH:49][c:50]([O:55][Si:56]([CH3:57])([CH3:58])[C:59]([CH3:60])([CH3:61])[CH3:62])[cH:51][c:52]3[CH2:53][CH2:54]2)[c:25]([NH:27][CH2:28][c:29]2[cH:30][c:31]([F:44])[c:32]([O:35][CH2:36][CH2:37][N:38]3[CH2:39][CH2:40][CH2:41][CH2:42][CH2:43]3)[cH:33][cH:34]2)[cH:26]1)([CH3:63])[CH3:64].[CH3:68][N:69]([CH3:70])[CH:71]=[O:72].[Cl:65][CH2:66][Cl:67].[Cl:7][C:8]([C:9]([Cl:10])=[O:11])=[O:12].[Na+:14].[Na+:1].[O-:2][C:3](=[O:4])[CH2:5][F:6].[OH-:13]>>[CH2:3]([CH2:5][F:6])[N:27]([c:25]1[c:24]([CH:45]2[CH2:46][c:47]3[cH:48][cH:49][c:50]([O:55][Si:56]([CH3:57])([CH3:58])[C:59]([CH3:60])([CH3:61])[CH3:62])[cH:51][c:52]3[CH2:53][CH2:54]2)[cH:23][cH:22][c:21]([O:20][Si:19]([C:15]([CH3:16])([CH3:17])[CH3:18])([CH3:63])[CH3:64])[cH:26]1)[CH2:28][c:29]1[cH:30][c:31]([F:44])[c:32]([O:35][CH2:36][CH2:37][N:38]2[CH2:39][CH2:40][CH2:41][CH2:42][CH2:43]2)[cH:33][cH:34]1. Yields the product CC(C)(C)[Si](C)(C)Oc1ccc2c(c1)CCC(c1ccc(O[Si](C)(C)C(C)(C)C)cc1N(CCF)Cc1ccc(OCCN3CCCCC3)c(F)c1)C2. The reactants are COCCOC, CCOC(C)=O, CCOC=O, [H-], [Na+], CCOC(=O)CCc1cncnc1. Yields the product CCOC(=O)C(C=O)Cc1cncnc1. As a reaction SMILES: [CH2:21]([CH2:22][O:23][CH3:24])[O:25][CH3:26].[CH3:27][CH2:28][O:29][C:30](=[O:31])[CH3:32].[CH:14](=[O:15])[O:16][CH2:17][CH3:18].[H-:19].[Na+:20].[n:1]1[cH:2][n:3][cH:4][c:5]([CH2:7][CH2:8][C:9](=[O:10])[O:11][CH2:12][CH3:13])[cH:6]1>>[n:1]1[cH:2][n:3][cH:4][c:5]([CH2:7][CH:8]([C:9](=[O:10])[O:11][CH2:12][CH3:13])[CH:14]=[O:15])[cH:6]1. The reactants are OC=1C=C(C(N)=NO)C=CC1 (3-hydroxybenzamidoxime), Cl.C(C1=CC=NC=C1)Cl (isonicotinyl chloride hydrochloride). Run in N1=CC=CC=C1 (pyridine). Yields the product N1=CC=C(C=C1)C1=NC(=NO1)C=1C=C(C=CC1)O (3-(5-Pyridin-4-yl-[1,2,4]oxadiazol-3-yl)phenol), brown precipitate. Reaction SMILES: [OH:1][C:2]1[CH:3]=[C:4]([CH:9]=[CH:10][CH:11]=1)[C:5](=[N:7][OH:8])[NH2:6].Cl.[CH2:13](Cl)[C:14]1[CH:19]=[CH:18][N:17]=[CH:16][CH:15]=1>N1C=CC=CC=1>[N:17]1[CH:18]=[CH:19][C:14]([C:13]2[O:8][N:7]=[C:5]([C:4]3[CH:3]=[C:2]([OH:1])[CH:11]=[CH:10][CH:9]=3)[N:6]=2)=[CH:15][CH:16]=1 |f:1.2|. Procedure: 3-(5-Pyridin-4-yl-[1,2,4]oxadiazol-3-yl)phenol was prepared using 3-hydroxybenzamidoxime (3 g, 19.7 mM) and isonicotinyl chloride hydrochloride (3.51 g, 19.6 mM) in pyridine (15 mL) using Preparation 62 to provide 3.65 g of a brown precipitate; m.p., 145-146° C. The reactants are BrCc1ccccc1, C1CCC2=NCCCN2CC1, CC#N, O=C(O)Cc1ccc2ccccc2c1. Product: O=C(Cc1ccc2ccccc2c1)OCc1ccccc1. Reaction SMILES: [Br:26][CH2:27][c:28]1[cH:29][cH:30][cH:31][cH:32][cH:33]1.[CH2:15]1[CH2:16][CH2:17][C:18]2=[N:23][CH2:22][CH2:21][CH2:20][N:19]2[CH2:24][CH2:25]1.[CH3:34][C:35]#[N:36].[OH:1][C:2](=[O:3])[CH2:4][c:5]1[cH:6][cH:7][c:8]2[cH:9][cH:10][cH:11][cH:12][c:13]2[cH:14]1>>[O:1]=[C:2]([O:3][CH2:27][c:28]1[cH:29][cH:30][cH:31][cH:32][cH:33]1)[CH2:4][c:5]1[cH:6][cH:7][c:8]2[cH:9][cH:10][cH:11][cH:12][c:13]2[cH:14]1.